This data is from the Open Reaction Database (ORD), a public repository of structured organic reaction records. The task is: describe an organic reaction: reactants, conditions, products, and yield Reactants: C(C)(C)OC(C)C (diisopropyl ether), NC=1SC=C(N1)C(C(=O)NC1[C@@H]2N(C(=C(CS2)C=C)C(=O)OC(C2=CC=CC=C2)C2=CC=CC=C2)C1=O)=NOC(C)(C)C(=O)OC(C)(C)C (benzhydryl 7-[2-(2-aminothiazol-4-yl)-2-(1-tert-butoxycarbonyl-1-methylethoxyimino)acetamido]-3-vinyl-3-cephem-4-carboxylate), C1(=CC=CC=C1)OC (anisole), FC(C(=O)O)(F)F (trifluoroacetic acid). Product: NC=1SC=C(N1)C(C(=O)NC1[C@@H]2N(C(=C(CS2)C=C)C(=O)O)C1=O)=NOC(C)(C)C(=O)O (7-[2-(2-aminothiazol-4-yl)-2-(1-carboxy-1-methylethoxyimino)acetamido]-3-vinyl-3-cephem-4-carboxylic acid). Yield: 40.9%. RXN SMILES: [NH2:1][C:2]1[S:3][CH:4]=[C:5]([C:7](=[N:38][O:39][C:40]([C:43]([O:45]C(C)(C)C)=[O:44])([CH3:42])[CH3:41])[C:8]([NH:10][CH:11]2[C:36](=[O:37])[N:13]3[C:14]([C:20]([O:22]C(C4C=CC=CC=4)C4C=CC=CC=4)=[O:21])=[C:15]([CH:18]=[CH2:19])[CH2:16][S:17][C@H:12]23)=[O:9])[N:6]=1.C1(OC)C=CC=CC=1.FC(F)(F)C(O)=O.C(OC(C)C)(C)C>>[NH2:1][C:2]1[S:3][CH:4]=[C:5]([C:7](=[N:38][O:39][C:40]([C:43]([OH:45])=[O:44])([CH3:41])[CH3:42])[C:8]([NH:10][CH:11]2[C:36](=[O:37])[N:13]3[C:14]([C:20]([OH:22])=[O:21])=[C:15]([CH:18]=[CH2:19])[CH2:16][S:17][C@H:12]23)=[O:9])[N:6]=1. Reported procedure: To a mixture of benzhydryl 7-[2-(2-aminothiazol-4-yl)-2-(1-tert-butoxycarbonyl-1-methylethoxyimino)acetamido]-3-vinyl-3-cephem-4-carboxylate (syn isomer) (3.9 g) and anisole (3.9 ml) was added trifluoroacetic acid (15.6 ml) under ice-cooling, and the mixture was stirred at ambient temperature for an hour. To the reaction mixture was added diisopropyl ether and the precipitated crystals were collected by filtration and then washed with diisopropyl ether. To the crystals were added ethyl acetate a... Starting materials: CC1=CC=CC(=N1)C=1C(=C2N(N1)CCC2)C=2C=CC1=C(N(C=N1)CCCO)C2 (3-[6-[2-(6-Methyl-pyridin-2-yl)-5,6-dihydro-4H-pyrrolo[1,2-b]pyrazol-3-yl]-benzoimidazol-1-yl]-propan-1-ol), CS(=O)(=O)Cl (methanesulfonyl chloride). The solvent is N1=CC=CC=C1 (pyridine). The product is CC1=CC=CC(=N1)C=1C(=C2N(N1)CCC2)C=2C=CC1=C(N(C=N1)CCCOS(=O)(=O)C)C2 (Methanesulfonic Acid 3-[6-[2-(6-Methyl-pyridin-2-yl)-5,6-dihydro-4H-pyrrolo[1,2-b]pyrazol-3-yl]-benzoimidazol-1-yl]-propyl Ester). Isolated yield 57.8%. As a reaction SMILES: [CH3:1][C:2]1[N:7]=[C:6]([C:8]2[C:9]([C:16]3[CH:17]=[CH:18][C:19]4[N:23]=[CH:22][N:21]([CH2:24][CH2:25][CH2:26][OH:27])[C:20]=4[CH:28]=3)=[C:10]3[CH2:15][CH2:14][CH2:13][N:11]3[N:12]=2)[CH:5]=[CH:4][CH:3]=1.[CH3:29][S:30](Cl)(=[O:32])=[O:31]>N1C=CC=CC=1>[CH3:1][C:2]1[N:7]=[C:6]([C:8]2[C:9]([C:16]3[CH:17]=[CH:18][C:19]4[N:23]=[CH:22][N:21]([CH2:24][CH2:25][CH2:26][O:27][S:30]([CH3:29])(=[O:32])=[O:31])[C:20]=4[CH:28]=3)=[C:10]3[CH2:15][CH2:14][CH2:13][N:11]3[N:12]=2)[CH:5]=[CH:4][CH:3]=1. Reported procedure: Stir a solution of 3-[6-[2-(6-methyl-pyridin-2-yl)-5,6-dihydro-4H-pyrrolo[1,2-b]pyrazol-3-yl]-benzoimidazol-1-yl]-propan-1-ol (Example 56; 257 mg, 0.67 mmol) and methanesulfonyl chloride (200 μl, 2.06 mmol) in dry pyridine (5 mL) for 2 h. Remove the pyridine in vacuo and dissolve the residue in excess chloroform. Wash the organic layer with saturated sodium bicarbonate and dry over sodium sulfate. Filter and concentrate in vacuo to give the product as a white foam (175 mg, 55%). MS ES+ m/e 452.2... The reactants are O1CCOCC1 (dioxane), Cl (HCl), NC1=C(C(=O)NCC(=O)NCC2CCN(CC2)C(=O)OC(C)(C)C)C=C(C=C1)Cl (4-[[(N-(2-amino-5-chlorobenzoyl)glycyl)amino]methyl]-1-(tert-butoxycarbonyl)piperidine). The solvent is CO (methanol). Conditions: time 6 hour. Yields the product NC1=C(C(=O)NCC(=O)NCC2CCNCC2)C=C(C=C1)Cl (4-[[(N-(2-amino-5-chlorobenzoyl)glycyl)amino]methyl]piperidine). RXN SMILES: O1CCOCC1.Cl.[NH2:8][C:9]1[CH:35]=[CH:34][C:33]([Cl:36])=[CH:32][C:10]=1[C:11]([NH:13][CH2:14][C:15]([NH:17][CH2:18][CH:19]1[CH2:24][CH2:23][N:22](C(OC(C)(C)C)=O)[CH2:21][CH2:20]1)=[O:16])=[O:12]>CO>[NH2:8][C:9]1[CH:35]=[CH:34][C:33]([Cl:36])=[CH:32][C:10]=1[C:11]([NH:13][CH2:14][C:15]([NH:17][CH2:18][CH:19]1[CH2:20][CH2:21][NH:22][CH2:23][CH2:24]1)=[O:16])=[O:12]. Procedure: A 4 M dioxane solution of HCl (9.5 mL) was added to a methanol (20 mL) solution of 4-[[(N-(2-amino-5-chlorobenzoyl)glycyl)amino]methyl]-1-(tert-butoxycarbonyl)piperidine (1.63 g, 3.84 mmol), and the resulting mixture was stirred at room temperature for 6 hours. The reaction mixture was concentrated, and a 2 M aqueous solution of NaOH (20 mL) was added to the resulting residue. The obtained mixture was extracted with dichloromethane (20 mLX 3). The organic layers were combined, dried over anhydro... The reactants are Clc1nc2ccccc2cc1CBr, CCC1(c2cc[nH]c(=O)c2)OCCCO1, [Cl-], [H-], [NH4+], [Na+], C1CCOC1. Product: CCC1(c2ccn(Cc3cc4ccccc4nc3Cl)c(=O)c2)OCCCO1. As a reaction SMILES: [Br:18][CH2:19][c:20]1[c:21]([Cl:30])[n:22][c:23]2[cH:24][cH:25][cH:26][cH:27][c:28]2[cH:29]1.[CH2:1]([CH3:2])[C:3]1([c:9]2[cH:10][c:11](=[O:15])[nH:12][cH:13][cH:14]2)[O:4][CH2:5][CH2:6][CH2:7][O:8]1.[Cl-:36].[H-:16].[NH4+:37].[Na+:17].[O:31]1[CH2:32][CH2:33][CH2:34][CH2:35]1>>[CH2:1]([CH3:2])[C:3]1([c:9]2[cH:10][c:11](=[O:15])[n:12]([CH2:19][c:20]3[c:21]([Cl:30])[n:22][c:23]4[cH:24][cH:25][cH:26][cH:27][c:28]4[cH:29]3)[cH:13][cH:14]2)[O:4][CH2:5][CH2:6][CH2:7][O:8]1. Starting materials: N1N=CN=C1 (1,2,4-triazole), ClC=1N=C(C2=C(N1)SC(=C2)Cl)NCC2=CC1=C(C=C2)OCO1 (2,6-dichloro-4-(3,4-methylenedioxybenzylamino)-thieno-[2,3-d]-pyrimidine). Yields the product N1(N=CN=C1)C=1N=C(C2=C(N1)SC(=C2)Cl)NCC2=CC1=C(C=C2)OCO1 (2-(1,2,4-triazol-1-yl)-6-chloro-4-(3,4-methylenedioxybenzylamino)-thieno-[2,3-d]-pyrimidine). Procedure: Following the procedure of Example 97, the reaction of 1,2,4-triazole with 2,6-dichloro-4-(3,4-methylenedioxybenzylamino)-thieno-[2,3-d]-pyrimidine gives 2-(1,2,4-triazol-1-yl)-6-chloro-4-(3,4-methylenedioxybenzylamino)-thieno-[2,3-d]-pyrimidine. As a reaction SMILES: [NH:1]1[CH:5]=[N:4][CH:3]=[N:2]1.Cl[C:7]1[N:8]=[C:9]([NH:17][CH2:18][C:19]2[CH:24]=[CH:23][C:22]3[O:25][CH2:26][O:27][C:21]=3[CH:20]=2)[C:10]2[CH:15]=[C:14]([Cl:16])[S:13][C:11]=2[N:12]=1>>[N:1]1([C:7]2[N:8]=[C:9]([NH:17][CH2:18][C:19]3[CH:24]=[CH:23][C:22]4[O:25][CH2:26][O:27][C:21]=4[CH:20]=3)[C:10]3[CH:15]=[C:14]([Cl:16])[S:13][C:11]=3[N:12]=2)[CH:5]=[N:4][CH:3]=[N:2]1. Reported procedure: To a solution of (2-oxopyrrolidin-3-(S)-yl)carbamic acid tert-butyl ester (3.2 g, 16 mmol) in 80 mL of THF:DMF (10:1) at 0° C. is added 4-bromomethylthiophene-2-carbonitrile (3.23 g, 16 mmol) and sodium hydride (60%) (0.67 g, 16.8 mmol). After addition, the solution is allowed to warm to ambient temperatures. After 2 hours, the solution is quenched by the addition of sat NH4Cl. The solution is diluted with H2O and EtOAc. The layers are separated. The organic layer is washed with H2O and sat. NaC... Yields the product C(C)(C)(C)OC(NC1C(N(CC1)CC1=CSC(=C1)C#N)=O)=O ([1-(5-Cyanothiophene-3-ylmethyl)-2-oxopyrrolidin-3-yl]carbamic acid tert-butyl ester). Yield: 86.3%. Run at time 2 hour. Solvent: C1CCOC1.CN(C)C=O (THF DMF). Starting materials: C(C)(C)(C)OC(N[C@@H]1C(NCC1)=O)=O ((2-oxopyrrolidin-3-(S)-yl)carbamic acid tert-butyl ester), BrCC=1C=C(SC1)C#N (4-bromomethylthiophene-2-carbonitrile), [H-].[Na+] (sodium hydride). RXN SMILES: [C:1]([O:5][C:6](=[O:14])[NH:7][C@H:8]1[CH2:12][CH2:11][NH:10][C:9]1=[O:13])([CH3:4])([CH3:3])[CH3:2].Br[CH2:16][C:17]1[CH:18]=[C:19]([C:22]#[N:23])[S:20][CH:21]=1.[H-].[Na+]>C1COCC1.CN(C=O)C>[C:1]([O:5][C:6](=[O:14])[NH:7][CH:8]1[CH2:12][CH2:11][N:10]([CH2:16][C:17]2[CH:18]=[C:19]([C:22]#[N:23])[S:20][CH:21]=2)[C:9]1=[O:13])([CH3:4])([CH3:2])[CH3:3] |f:2.3,4.5|. Reactants: C=O, CN(N)C(=O)Nc1nnc(C(C)(C)C)s1, CO, [K+], [OH-]. Yields the product CN1NCN(c2nnc(C(C)(C)C)s2)C1=O. As a reaction SMILES: [CH2:16]=[O:17].[CH3:1][N:2]([NH2:3])[C:4](=[O:5])[NH:6][c:7]1[s:8][c:9]([C:12]([CH3:13])([CH3:14])[CH3:15])[n:10][n:11]1.[CH3:20][OH:21].[K+:19].[OH-:18]>>[CH3:1][N:2]1[NH:3][CH2:16][N:6]([c:7]2[s:8][c:9]([C:12]([CH3:13])([CH3:14])[CH3:15])[n:10][n:11]2)[C:4]1=[O:5].